From a dataset of the Open Reaction Database (ORD), a public repository of structured organic reaction records. describe an organic reaction: reactants, conditions, products, and yield Reactants: OC=1C(=NC=CC1)C(=O)O (3-hydroxypyridine-2-carboxylic acid), COC=1C=C(CCl)C=CC1 (3-methoxybenzyl chloride). The product is COC=1C=C(COC=2C(=NC=CC2)C(=O)OCC2=CC(=CC=C2)OC)C=CC1 (3-Methoxybenzyl 3-(3-methoxybenzyloxy)pyridine-2-carboxylate). RXN SMILES: [OH:1][C:2]1[C:3]([C:8]([OH:10])=[O:9])=[N:4][CH:5]=[CH:6][CH:7]=1.[CH3:11][O:12][C:13]1[CH:14]=[C:15]([CH:18]=[CH:19][CH:20]=1)[CH2:16]Cl>>[CH3:11][O:12][C:13]1[CH:14]=[C:15]([CH:18]=[CH:19][CH:20]=1)[CH2:16][O:1][C:2]1[C:3]([C:8]([O:10][CH2:16][C:15]2[CH:18]=[CH:19][CH:20]=[C:13]([O:12][CH3:11])[CH:14]=2)=[O:9])=[N:4][CH:5]=[CH:6][CH:7]=1. Procedure details: In analogy with Example 38a), 10 g of the product were obtained, as a colorless oil which was subjected to further reaction, from 8.4 g (60 mmol) of 3-hydroxypyridine-2-carboxylic acid and 3-methoxybenzyl chloride following chromatography on silica gel. Reactants: S(=O)(=O)(OCC)OCC (diethyl sulphate), OC1=C(C=C(C=C1)C)C(C)=O (1-(2-hydroxy-5-methylphenyl)ethanone), [OH-].[Na+] (sodium hydroxide). Solvent: C(C)O (ethanol). Run at time 72 hour. Yields the product C(C)OC1=C(C=C(C=C1)C)C(C)=O (1-(2-Ethoxy-5-methylphenyl)ethanone), SiO2. Reaction SMILES: [OH:1][C:2]1[CH:7]=[CH:6][C:5]([CH3:8])=[CH:4][C:3]=1[C:9](=[O:11])[CH3:10].[OH-].[Na+].S(OCC)(O[CH2:18][CH3:19])(=O)=O>C(O)C>[CH2:18]([O:1][C:2]1[CH:7]=[CH:6][C:5]([CH3:8])=[CH:4][C:3]=1[C:9](=[O:11])[CH3:10])[CH3:19] |f:1.2|. Procedure: The stirred solution of 20.0 g of 1-(2-hydroxy-5-methylphenyl)ethanone in 600 ml of ethanol is admixed with 8.0 g of sodium hydroxide. The resulting solution is admixed with 25.9 ml of diethyl sulphate and the mixture is kept at room temperature over 72 hours. The reaction mixture is concentrated by evaporation, and the residue is admixed with 1M NaOH (300 ml) and extracted with tert-butyl methyl ether (2×500 ml). The organic phases are washed with brine (300 ml), dried over sodium sulphate, fil...